From a dataset of the Open Reaction Database (ORD), a public repository of structured organic reaction records. describe an organic reaction: reactants, conditions, products, and yield Reaction SMILES: [Br:1][c:2]1[s:3][c:4]([C:8](=[O:9])[OH:10])[c:5]([CH3:7])[n:6]1.[CH3:12][N:13]([CH3:14])[CH2:15][CH2:16][CH2:17][N:18]=[C:19]=[N:20][CH2:21][CH3:22].[CH:23]([N:24]([CH2:25][CH3:26])[CH:27]([CH3:28])[CH3:29])([CH3:30])[CH3:31].[ClH:11].[F:42][c:43]1[cH:44][cH:45][c:46]([CH2:47][NH2:48])[cH:49][cH:50]1.[O:51]1[CH2:52][CH2:53][CH2:54][CH2:55]1.[OH:32][n:33]1[c:34]2[cH:35][cH:36][cH:37][cH:38][c:39]2[n:40][n:41]1>>[Br:1][c:2]1[s:3][c:4]([C:8](=[O:10])[NH:48][CH2:47][c:46]2[cH:45][cH:44][c:43]([F:42])[cH:50][cH:49]2)[c:5]([CH3:7])[n:6]1. The reactants are Cc1nc(Br)sc1C(=O)O, CCN=C=NCCCN(C)C, CCN(C(C)C)C(C)C, Cl, NCc1ccc(F)cc1, C1CCOC1, On1nnc2ccccc21. The product is Cc1nc(Br)sc1C(=O)NCc1ccc(F)cc1. Reactants: NC1=C(C=CC=C1)NC(C1=CC(=NC=C1)NC(C1=CC=CC=C1)=O)=O (N-(2-aminophenyl)-2-benzamidoisonicotinamide), P(=O)(Cl)(Cl)Cl (phosphorus oxychloride). Solvent: C1(=CC=CC=C1)C (toluene). Yields the product N1C(=NC2=C1C=CC=C2)C2=CC(=NC=C2)NC(C2=CC=CC=C2)=O (N-(4-(1H-benzo[d]imidazol-2-yl)pyridin-2-yl)benzamide). Isolated yield 12.0%. Reaction SMILES: [NH2:1][C:2]1[CH:7]=[CH:6][CH:5]=[CH:4][C:3]=1[NH:8][C:9](=O)[C:10]1[CH:15]=[CH:14][N:13]=[C:12]([NH:16][C:17](=[O:24])[C:18]2[CH:23]=[CH:22][CH:21]=[CH:20][CH:19]=2)[CH:11]=1.P(Cl)(Cl)(Cl)=O>C1(C)C=CC=CC=1>[NH:8]1[C:3]2[CH:4]=[CH:5][CH:6]=[CH:7][C:2]=2[N:1]=[C:9]1[C:10]1[CH:15]=[CH:14][N:13]=[C:12]([NH:16][C:17](=[O:24])[C:18]2[CH:23]=[CH:22][CH:21]=[CH:20][CH:19]=2)[CH:11]=1. Procedure details: To a solution of N-(2-aminophenyl)-2-benzamidoisonicotinamide (0.18 g, 0.53 mmol) in toluene (10 mL) was added phosphorus oxychloride (0.14 mL, 1.57 mmol) at ambient temperature. The resulting solution was refluxed for 5 hours, cooled to ambient temperature and concentrated in vacuo. The residue was taken up in 1 M aqueous sodium hydroxide solution (50 mL) and extracted with dichloromethane (2×50 mL). The combined organic layers were dried over anhydrous sodium sulphate, filtered and concentrate... Starting materials: benzoxazoles, OC1=CC=C(C=C1)C=1OC2=C(N1)C=CC=C2 (2-(p-hydroxyphenyl)benzoxazole), OC1=C(C=CC=C1)C=1OC2=C(N1)C=CC=C2 (2-(o-hydroxyphenyl)benzoxazole), ClC=1C=C(C=CC1O)C=1OC2=C(N1)C=CC=C2 (2-(3-chloro-4-hydroxyphenyl)benzoxazole), CC=1C=C(C=CC1O)C=1OC2=C(N1)C=CC=C2 (2-(3-methyl-4-hydroxyphenyl)benzoxazole), CC=1C=C(C=C(C1O)C)C=1OC2=C(N1)C=CC=C2 (2-(3,5-dimethyl-4-hydroxyphenyl)benzoxazole), ClC=1C=C(C=C(C1O)Cl)C=1OC2=C(N1)C=CC=C2 (2-(3,5-dichloro-4-hydroxyphenyl)benzoxazole), COC=1C=C(C=C(C1O)OC)C=1OC2=C(N1)C=CC=C2 (2-(3,5-dimethoxy-4-hydroxyphenyl)benzoxazole), 2-(2-chloro-4-hydroxy)benzoxazole, ClC1=C(C(=CC(=C1)O)Cl)C=1OC2=C(N1)C=CC=C2 (2-(2,6-dichloro-4-hydroxyphenyl)benzoxazole), CC1=C(C(=CC(=C1)O)C)C=1OC2=C(N1)C=CC=C2 (2-(2,6-dimethyl-4-hydroxyphenyl)benzoxazole). Yields the product O1C(=NC2=C1C=CC=C2)C2=CC=C(OCCOC1=CC(=C(C(=O)C3=CC=CC=C3)C=C1)O)C=C2 (4-(2-[4-(2-benzoxazolyl)phenoxy]ethoxy)-2-hydroxybenzophenone). As a reaction SMILES: [OH:1][C:2]1[CH:7]=[CH:6][C:5]([C:8]2[O:9][C:10]3[CH:16]=[CH:15][CH:14]=[CH:13][C:11]=3[N:12]=2)=[CH:4][CH:3]=1.OC1C=CC=C[C:19]=1[C:24]1[O:25][C:26]2[CH:32]=[CH:31][CH:30]=[CH:29][C:27]=2N=1.Cl[C:34]1[CH:35]=[C:36]([C:41]2[O:42]C3C=CC=CC=3N=2)[CH:37]=[CH:38][C:39]=1O.CC1C=C(C2OC3C=CC=CC=3N=2)C=CC=1[OH:57].CC1C=C(C2OC3C=CC=CC=3N=2)C=C(C)C=1O.ClC1C=C(C2OC3C=CC=CC=3N=2)C=C(Cl)C=1O.COC1C=C(C2OC3C=CC=CC=3N=2)C=C(OC)C=1O.ClC1C=C(O)C=C(Cl)C=1C1OC2C=CC=CC=2N=1.CC1C=C(O)C=C(C)C=1C1OC2C=CC=CC=2N=1>>[O:9]1[C:10]2[CH:16]=[CH:15][CH:14]=[CH:13][C:11]=2[N:12]=[C:8]1[C:5]1[CH:4]=[CH:3][C:2]([O:1][CH2:19][CH2:24][O:25][C:26]2[CH:27]=[CH:29][C:30]([C:41]([C:36]3[CH:37]=[CH:38][CH:39]=[CH:34][CH:35]=3)=[O:42])=[C:31]([OH:57])[CH:32]=2)=[CH:7][CH:6]=1. Procedure details: Other novel multichromophoric compounds can be prepared by substitution of other benzoxazoles for 2-(p-hydroxyphenyl)benzoxazole such as 2-(o-hydroxyphenyl)benzoxazole, 2-(m-hydroxyphenyl)benzoxazole, 2-(3-chloro-4-hydroxyphenyl)benzoxazole, 2-(3-methyl-4-hydroxyphenyl)benzoxazole, 2-(3,5-dimethyl-4-hydroxyphenyl)benzoxazole, 2-(3,5-dichloro-4-hydroxyphenyl)benzoxazole, 2-(3,5-dimethoxy-4-hydroxyphenyl)benzoxazole, 2-(2-chloro-4-hydroxy)benzoxazole, 2-(2,6-dichloro-4-hydroxyphenyl)benzoxazole an... Reactants: O=C1CCC(CC1)C(=O)OC (methyl 4-oxocyclohexane carboxylate), [Cl-].[NH4+] (ammonium chloride), [Cl-].COC[P+](C1=CC=CC=C1)(C1=CC=CC=C1)C1=CC=CC=C1 (methoxymethyl triphenylphosphonium chloride), CC(C)([O-])C.[K+] (potassium-t-butoxide). Solvent: C1CCOC1 (THF), O (water), O1CCCC1 (tetrahydrofuran). Run at temperature -7.5 celsius, time 5 minute. Product: COC=C1CCC(CC1)C(=O)OC (methyl 4-methoxymethylidene-cyclohexane carboxylate). Isolated yield 87.3%. As a reaction SMILES: [Cl-].[CH3:2][O:3][CH2:4][P+](C1C=CC=CC=1)(C1C=CC=CC=1)C1C=CC=CC=1.CC(C)([O-])C.[K+].O=[C:31]1[CH2:36][CH2:35][CH:34]([C:37]([O:39][CH3:40])=[O:38])[CH2:33][CH2:32]1.[Cl-].[NH4+]>O1CCCC1.O>[CH3:2][O:3][CH:4]=[C:31]1[CH2:36][CH2:35][CH:34]([C:37]([O:39][CH3:40])=[O:38])[CH2:33][CH2:32]1 |f:0.1,2.3,5.6|. Reported procedure: 263.4 g of methoxymethyl triphenylphosphonium chloride was dispersed in 750 mL of tetrahydrofuran, and 86.2 g of potassium-t-butoxide was added thereto at −9 to −4° C. for 5 minutes. The solution was further stirred at −4 to −11° C. for 30 minutes. Then, 100.0 g of methyl 4-oxocyclohexane carboxylate was dissolved in 300 mL of THF, which was added dropwise to the above solution at −10 to 4° C. for 80 minutes. The solution was further stirred at 0 to 4° C. for 60 minutes, and then 7.0 g of ammoni... Reactants: FC([C@](CC(C)(C)C1=C(C=CC(=C1)F)C)(O)C[S@@](=O)C1=CC=C(C=C1)C)(F)F ((S)-1,1,1-trifluoro-4-(5-fluoro-2-methylphenyl)-4-methyl-2-((R)-toluene-4-sulfinylmethyl)pentan-2-ol), [I-].[Na+] (sodium iodide), FC(C(=O)OC(C(F)(F)F)=O)(F)F (trifluoroacetic acid anhydride). Solvent: CC(=O)C (acetone), CC(=O)C (acetone). Reaction conditions: time 15 minute. The product is FC([C@](CC(C)(C)C1=C(C=CC(=C1)F)C)(O)CSC1=CC=C(C=C1)C)(F)F ((S)-1,1,1-trifluoro-4-(5-fluoro-2-methylphenyl)-4-methyl-2-p-tolylsulfanylmethylpentan-2-ol). The yield is 100.3%. RXN SMILES: [F:1][C:2]([F:28])([F:27])[C@@:3]([CH2:17][S@:18]([C:20]1[CH:25]=[CH:24][C:23]([CH3:26])=[CH:22][CH:21]=1)=O)([OH:16])[CH2:4][C:5]([C:8]1[CH:13]=[C:12]([F:14])[CH:11]=[CH:10][C:9]=1[CH3:15])([CH3:7])[CH3:6].[I-].[Na+].FC(F)(F)C(OC(=O)C(F)(F)F)=O>CC(C)=O>[F:28][C:2]([F:1])([F:27])[C@@:3]([CH2:17][S:18][C:20]1[CH:21]=[CH:22][C:23]([CH3:26])=[CH:24][CH:25]=1)([OH:16])[CH2:4][C:5]([C:8]1[CH:13]=[C:12]([F:14])[CH:11]=[CH:10][C:9]=1[CH3:15])([CH3:6])[CH3:7] |f:1.2|. Procedure: To a suspension of (S)-1,1,1-trifluoro-4-(5-fluoro-2-methylphenyl)-4-methyl-2-((R)-toluene-4-sulfinylmethyl)pentan-2-ol (1.42 g, 3.41 mmol) and sodium iodide (1.53 g, 10.2 mmol) in 25 mL of anhydrous acetone at −40° C. was added a solution of trifluoroacetic acid anhydride (2.41 mL, 17.1 mmol) in 5 mL of anhydrous acetone via a syringe dropwise over 5 minutes. A greenish brown mixture was formed instantaneously. After 15 minutes, the reaction mixture was quenched with saturated aqueous sodium su... Reactants: CCOc1c(C(=O)O)c(C(=O)O)c(OCC)c2ccccc12, CC(=O)O, CCOC(=O)Cc1ccc(N)cc1F, [Na], O. Product: CCOC(=O)Cc1ccc(N2C(=O)c3c(c(OCC)c4ccccc4c3OCC)C2=O)cc1F. As a reaction SMILES: [CH2:2]([CH3:3])[O:4][c:5]1[c:6]([C:21](=[O:22])[OH:23])[c:7]([C:18](=[O:19])[OH:20])[c:8]([O:15][CH2:16][CH3:17])[c:9]2[cH:10][cH:11][cH:12][cH:13][c:14]12.[CH3:38][C:39](=[O:40])[OH:41].[NH2:24][c:25]1[cH:26][c:27]([F:37])[c:28]([CH2:31][C:32](=[O:33])[O:34][CH2:35][CH3:36])[cH:29][cH:30]1.[Na:1].[OH2:42]>>[CH2:2]([CH3:3])[O:4][c:5]1[c:6]2[c:7]([c:8]([O:15][CH2:16][CH3:17])[c:9]3[cH:10][cH:11][cH:12][cH:13][c:14]13)[C:18](=[O:19])[N:24]([c:25]1[cH:26][c:27]([F:37])[c:28]([CH2:31][C:32](=[O:33])[O:34][CH2:35][CH3:36])[cH:29][cH:30]1)[C:21]2=[O:22]. The reactants are CCOC(=O)C1CCC2(CC1)CC(c1ccccc1)=NO2, CO, [Li+], [OH-], O, O. Product: O=C(O)C1CCC2(CC1)CC(c1ccccc1)=NO2. Reaction SMILES: [CH2:1]([CH3:2])[O:3][C:4](=[O:5])[CH:6]1[CH2:7][CH2:8][C:9]2([CH2:10][C:11]([c:14]3[cH:15][cH:16][cH:17][cH:18][cH:19]3)=[N:12][O:13]2)[CH2:20][CH2:21]1.[CH3:25][OH:26].[Li+:24].[OH-:23].[OH2:22].[OH2:27]>>[O:3]=[C:4]([OH:5])[CH:6]1[CH2:7][CH2:8][C:9]2([CH2:10][C:11]([c:14]3[cH:15][cH:16][cH:17][cH:18][cH:19]3)=[N:12][O:13]2)[CH2:20][CH2:21]1.